From a dataset of the Open Reaction Database (ORD), a public repository of structured organic reaction records. describe an organic reaction: reactants, conditions, products, and yield Starting materials: O=C1CCC(=O)N1Br, ClC(Cl)(Cl)Cl, Cc1cc(-n2cnnn2)cc2ccoc12, [W]. The product is O=Cc1cc(-n2cnnn2)cc2ccoc12. Reaction SMILES: [Br:1][N:2]1[C:3](=[O:5])[CH2:6][CH2:7][C:8]1=[O:4].[C:24]([Cl:25])([Cl:26])([Cl:27])[Cl:28].[CH3:9][c:10]1[cH:11][c:12](-[n:19]2[n:20][n:21][n:22][cH:23]2)[cH:13][c:14]2[cH:15][cH:16][o:17][c:18]12.[W:29]>>[O:4]=[CH:9][c:10]1[cH:11][c:12](-[n:19]2[n:20][n:21][n:22][cH:23]2)[cH:13][c:14]2[cH:15][cH:16][o:17][c:18]12. Reactants: NC1=C(C=2C=CC=C(C2C=C1)S(=O)(=O)O)S(=O)(=O)O (2-amino-1,5-naphthalenedisulfonic acid), [OH-].[Na+] (sodium hydroxide), [OH-].[Na+] (sodium hydroxide), [OH-].[Na+] (sodium hydroxide), [N+](=O)([O-])C=1C=C(C(=O)Cl)C=CC1 (m-nitrobenzoyl chloride), Cl (hydrochloric acid). Solvent: O (water), O (water). Reaction conditions: time 15 minute. Yields the product [Na+].[Na+].[N+](=O)([O-])C=1C=C(C(=O)NC2=C(C=3C=CC=C(C3C=C2)S(=O)(=O)[O-])S(=O)(=O)[O-])C=CC1 (2-(m-Nitrobenzamido)-1,5-naphthalenedisulfonic acid disodium salt). Reaction SMILES: [NH2:1][C:2]1[CH:11]=[CH:10][C:9]2[C:8]([S:12]([OH:15])(=[O:14])=[O:13])=[CH:7][CH:6]=[CH:5][C:4]=2[C:3]=1[S:16]([OH:19])(=[O:18])=[O:17].[OH-].[Na+:21].[N+:22]([C:25]1[CH:26]=[C:27]([CH:31]=[CH:32][CH:33]=1)[C:28](Cl)=[O:29])([O-:24])=[O:23].Cl>O>[Na+:21].[Na+:21].[N+:22]([C:25]1[CH:26]=[C:27]([CH:31]=[CH:32][CH:33]=1)[C:28]([NH:1][C:2]1[CH:11]=[CH:10][C:9]2[C:8]([S:12]([O-:15])(=[O:14])=[O:13])=[CH:7][CH:6]=[CH:5][C:4]=2[C:3]=1[S:16]([O-:19])(=[O:18])=[O:17])=[O:29])([O-:24])=[O:23] |f:1.2,6.7.8|. Procedure: A 48.5 g portion of 2-amino-1,5-naphthalenedisulfonic acid is suspended in 80 ml of water and 160 ml of 1N sodium hydroxide is added, then 60.0 g of m-nitrobenzoyl chloride is added all at once. The mixture is shaken for about 15 minutes and another 160 ml of 1N sodium hydroxide is added with shaking for 1/2 hour. The latter addition of sodium hydroxide and shaking is repeated two more times, then 100 ml of water is added and the mixture is acidified with 17 ml of concentrated hydrochloric acid.... Reactants: OCCCBr, CC(C)(C)OC(=O)N1CCN(c2nc(N3CCOCC3)nc(-n3c(C(F)F)nc4c(O)cccc43)n2)CC1, [K+], [K+], O=C([O-])[O-], CN(C)C=O. Product: CC(C)(C)OC(=O)N1CCN(c2nc(N3CCOCC3)nc(-n3c(C(F)F)nc4c(OCCCO)cccc43)n2)CC1. Reaction SMILES: [Br:39][CH2:40][CH2:41][CH2:42][OH:43].[F:1][CH:2]([c:3]1[n:4][c:5]2[c:6]([n:7]1-[c:8]1[n:9][c:10]([N:20]3[CH2:21][CH2:22][N:23]([C:26](=[O:27])[O:28][C:29]([CH3:30])([CH3:31])[CH3:32])[CH2:24][CH2:25]3)[n:11][c:12]([N:14]3[CH2:15][CH2:16][O:17][CH2:18][CH2:19]3)[n:13]1)[cH:33][cH:34][cH:35][c:36]2[OH:37])[F:38].[K+:44].[K+:45].[O-:46][C:47]([O-:48])=[O:49].[O:50]=[CH:51][N:52]([CH3:53])[CH3:54]>>[F:1][CH:2]([c:3]1[n:4][c:5]2[c:6]([n:7]1-[c:8]1[n:9][c:10]([N:20]3[CH2:21][CH2:22][N:23]([C:26](=[O:27])[O:28][C:29]([CH3:30])([CH3:31])[CH3:32])[CH2:24][CH2:25]3)[n:11][c:12]([N:14]3[CH2:15][CH2:16][O:17][CH2:18][CH2:19]3)[n:13]1)[cH:33][cH:34][cH:35][c:36]2[O:37][CH2:40][CH2:41][CH2:42][OH:43])[F:38]. The reactants are F[B-](F)(F)F.C(C)[O+](CC)CC (Triethyl oxonium tetrafluoroborate), BrC=1C=C2C=NNC2=C(C1)Cl (5-bromo-7-chloro-1H-indazole). The solvent is C(C)(=O)OCC (ethyl acetate). Run at time 8 hour. The product is BrC1=CC2=CN(N=C2C(=C1)Cl)CC (5-bromo-7-chloro-2-ethyl-2H-indazole). RXN SMILES: F[B-](F)(F)F.C([O+]([CH2:11][CH3:12])CC)C.[Br:13][C:14]1[CH:15]=[C:16]2[C:20](=[C:21]([Cl:23])[CH:22]=1)[NH:19][N:18]=[CH:17]2>C(OCC)(=O)C>[Br:13][C:14]1[CH:22]=[C:21]([Cl:23])[C:20]2[C:16](=[CH:17][N:18]([CH2:11][CH3:12])[N:19]=2)[CH:15]=1 |f:0.1|. Procedure: Triethyl oxonium tetrafluoroborate (2.5 g) was added to a solution of 5-bromo-7-chloro-1H-indazole (1.38 g) in ethyl acetate (15 mL), and the reaction solution was stirred at room temperature overnight. After dilution with ethyl acetate, the reaction solution was washed successively with water and a saturated saline solution, dried over anhydrous sodium sulfate, and the solvent was evaporated under vacuum. The resultant residue was purified by column chromatography on silica gel (developing solv... Reactants: ClC1=C(C=CC=C1)C1=NCC=2N(C3=C1C=C(C=C3)NO)C(=NN2)C (6-(2-chlorophenyl)-8-hydroxyamino-1-methyl-4H-s-triazolo-[4,3-a][1,4]benzodiazepine). Reagents/catalysts: [O-2].[O-2].[Mn+4] (manganese dioxide), [O-2].[O-2].[Mn+4] (Manganese dioxide). Solvent: C(Cl)Cl (methylene chloride). The product is ClC1=C(C=CC=C1)C1=NCC=2N(C3=C1C=C(C=C3)N=O)C(=NN2)C (6-(2-Chlorophenyl)-1-methyl-8-nitroso-4H-s-triazolo[4,3-a][1,4]-benzodiazepine). RXN SMILES: [Cl:1][C:2]1[CH:7]=[CH:6][CH:5]=[CH:4][C:3]=1[C:8]1[C:14]2[CH:15]=[C:16]([NH:19][OH:20])[CH:17]=[CH:18][C:13]=2[N:12]2[C:21]([CH3:24])=[N:22][N:23]=[C:11]2[CH2:10][N:9]=1>C(Cl)Cl.[O-2].[O-2].[Mn+4]>[Cl:1][C:2]1[CH:7]=[CH:6][CH:5]=[CH:4][C:3]=1[C:8]1[C:14]2[CH:15]=[C:16]([N:19]=[O:20])[CH:17]=[CH:18][C:13]=2[N:12]2[C:21]([CH3:24])=[N:22][N:23]=[C:11]2[CH2:10][N:9]=1 |f:2.3.4|. Procedure details: Manganese dioxide, 20 g, was added to a suspension of 2 g of 6-(2-chlorophenyl)-8-hydroxyamino-1-methyl-4H-s-triazolo-[4,3-a][1,4]benzodiazepine in 1 l of methylene chloride. After stirring for 3 hr at room temperature the manganese dioxide was separated by filtration over celite. The filtrate was evaporated and the residue was crystallized from methylene chloride/ether to yield the above-named product, with mp. 190°-195° dec. For analysis it was recrystallized from ethanol/ether. Starting materials: CO, CCOC(C)=O, O=C(OO)c1cccc(Cl)c1, Nc1ncnc2c1ncn2C1OC(CO)C(O)C1O. The product is Nc1c2ncn(C3OC(CO)C(O)C3O)c2nc[n+]1[O-]. Reaction SMILES: [CH3:20][OH:21].[CH3:33][CH2:34][O:35][C:36](=[O:37])[CH3:38].[Cl:22][c:23]1[cH:24][c:25]([C:30](=[O:27])[O:31][OH:32])[cH:26][cH:28][cH:29]1.[NH2:1][c:2]1[n:3][cH:4][n:5][c:6]2[n:7]([CH:11]3[O:12][CH:13]([CH2:14][OH:15])[CH:16]([OH:17])[CH:18]3[OH:19])[cH:8][n:9][c:10]12>>[NH2:1][c:2]1[n+:3]([O-:27])[cH:4][n:5][c:6]2[n:7]([CH:11]3[O:12][CH:13]([CH2:14][OH:15])[CH:16]([OH:17])[CH:18]3[OH:19])[cH:8][n:9][c:10]12.